This data is from the Open Reaction Database (ORD), a public repository of structured organic reaction records. The task is: describe an organic reaction: reactants, conditions, products, and yield Reactants: [H-].[Al+3].[Li+].[H-].[H-].[H-] (lithium aluminum hydride), COC1=CC=C2C=CC=C(C2=C1)CC(=O)OC (methyl (7-methoxy-1-naphthyl)acetate), [H-] (hydride), O (water). Solvent: CCOCC (ether), CCOCC (ether). Product: COC1=CC=C2C=CC=C(C2=C1)CCO (2-(7-METHOXY-1-NAPHTHYL)ETHANOL). As a reaction SMILES: [H-].[Al+3].[Li+].[H-].[H-].[H-].[CH3:7][O:8][C:9]1[CH:18]=[C:17]2[C:12]([CH:13]=[CH:14][CH:15]=[C:16]2[CH2:19][C:20](OC)=[O:21])=[CH:11][CH:10]=1.O.[H-]>CCOCC>[CH3:7][O:8][C:9]1[CH:18]=[C:17]2[C:12]([CH:13]=[CH:14][CH:15]=[C:16]2[CH2:19][CH2:20][OH:21])=[CH:11][CH:10]=1 |f:0.1.2.3.4.5|. Procedure details: 3.34 g of lithium aluminum hydride are placed in a 250-cm3 flask, and ether is added gently with stirring. Using a dropping funnel, 5 g of methyl (7-methoxy-1-naphthyl)acetate previously dissolved in 50 cm3 of ether are added slowly. The reaction medium is left stirring for 30 minutes. It is poured very slowly into a mixture of water and ice so as to hydrolyze the excess unreacted hydride. The reaction medium is filtered. The aqueous phase is extracted with 3 times 50 cm3 of ether, and the ether... The reactants are CC(C)(C)O, C=CCn1c(-c2cccnc2)n[nH]c1=S, C=O, c1cc2c(c(N3CCNCC3)c1)OCCO2. Yields the product C=CCn1c(-c2cccnc2)nn(CN2CCN(c3cccc4c3OCCO4)CC2)c1=S. As a reaction SMILES: [C:34]([OH:35])([CH3:36])([CH3:37])[CH3:38].[CH2:17]([CH:18]=[CH2:19])[n:20]1[c:21](=[S:31])[nH:22][n:23][c:24]1-[c:25]1[cH:26][n:27][cH:28][cH:29][cH:30]1.[CH2:32]=[O:33].[O:1]1[CH2:2][CH2:3][O:4][c:5]2[c:6]1[cH:7][cH:8][cH:9][c:10]2[N:11]1[CH2:12][CH2:13][NH:14][CH2:15][CH2:16]1>>[O:1]1[CH2:2][CH2:3][O:4][c:5]2[c:6]1[cH:7][cH:8][cH:9][c:10]2[N:11]1[CH2:12][CH2:13][N:14]([CH2:32][n:22]2[c:21](=[S:31])[n:20]([CH2:17][CH:18]=[CH2:19])[c:24](-[c:25]3[cH:26][n:27][cH:28][cH:29][cH:30]3)[n:23]2)[CH2:15][CH2:16]1. Reactants: ice water, C(C)(=O)NC=1SC(=CN1)Cl (2-acetylamino-5-chlorothiazole), COC1=CC=C(C=C1)S (4-methoxythiophenol), C([O-])([O-])=O.[K+].[K+] (potassium carbonate). The solvent is CN(C=O)C (N,N-dimethylformamide). Reaction conditions: temperature 120 celsius. Product: C(C)(=O)NC=1SC(=CN1)SC1=CC=C(C=C1)OC (2-acetylamino-5-(4-methoxyphenylthio)thiazole). Isolated yield 78.7%. Reaction SMILES: [C:1]([NH:4][C:5]1[S:6][C:7](Cl)=[CH:8][N:9]=1)(=[O:3])[CH3:2].[CH3:11][O:12][C:13]1[CH:18]=[CH:17][C:16]([SH:19])=[CH:15][CH:14]=1.C(=O)([O-])[O-].[K+].[K+]>CN(C)C=O>[C:1]([NH:4][C:5]1[S:6][C:7]([S:19][C:16]2[CH:17]=[CH:18][C:13]([O:12][CH3:11])=[CH:14][CH:15]=2)=[CH:8][N:9]=1)(=[O:3])[CH3:2] |f:2.3.4|. Procedure: A mixture of 2-acetylamino-5-chlorothiazole (1.76 g), 4-methoxythiophenol (1.5 g) and potassium carbonate (2.0 g) in N,N-dimethylformamide (30 ml) was heated at 120° C. for 3.5 hours with stirring. The reaction mixture was poured into ice water and the precipitates were collected by filtration to give solid. The solid was recrystallized from ethanol to give 2-acetylamino-5-(4-methoxyphenylthio)thiazole (2.2 g, Yield: 78.6%). mp: 190°-191° C. IR (Nujol): 3175, 1695, 1565, 1490, 1295, 1250 cm-1 Reactants: C1=CC(=CC=2OC3=C(C21)C=CC=C3)OCCNCC(O[Si](CC)(CC)CC)C=3C=CC(=C(C3)NS(=O)(=O)N(C)C)OCC3=CC=CC=C3 ((±)-N′-[5-[2-[2-(dibenzofuran-3-yloxy) ethylamino]-1-(triethylsilyloxy)ethyl]-2-benzyloxyphenyl]-N,N-dimethylsulfamide), solution, [F-].C(CCC)[N+](CCCC)(CCCC)CCCC (tetrabutyl ammonium fluoride). The solvent is O1CCCC1 (tetrahydrofuran), C(C)(=O)O (acetic acid), O1CCCC1 (tetrahydrofuran), C(C)(=O)OCC (ethyl acetate). Conditions: time 1 hour. The product is C1=CC(=CC=2OC3=C(C21)C=CC=C3)OCCNCC(O)C=3C=CC(=C(C3)NS(=O)(=O)N(C)C)OCC3=CC=CC=C3 ((±)-N′-[5-[2-[2-(dibenzofuran-3-yloxy) ethylamino]-1-hydroxyethyl]-2-benzyloxyphenyl]-N,N-dimethylsulfamide). As a reaction SMILES: [CH:1]1[C:9]2[C:8]3[CH:10]=[CH:11][CH:12]=[CH:13][C:7]=3[O:6][C:5]=2[CH:4]=[C:3]([O:14][CH2:15][CH2:16][NH:17][CH2:18][CH:19]([C:28]2[CH:29]=[CH:30][C:31]([O:41][CH2:42][C:43]3[CH:48]=[CH:47][CH:46]=[CH:45][CH:44]=3)=[C:32]([NH:34][S:35]([N:38]([CH3:40])[CH3:39])(=[O:37])=[O:36])[CH:33]=2)[O:20][Si](CC)(CC)CC)[CH:2]=1.[F-].C([N+](CCCC)(CCCC)CCCC)CCC>O1CCCC1.C(O)(=O)C.C(OCC)(=O)C>[CH:1]1[C:9]2[C:8]3[CH:10]=[CH:11][CH:12]=[CH:13][C:7]=3[O:6][C:5]=2[CH:4]=[C:3]([O:14][CH2:15][CH2:16][NH:17][CH2:18][CH:19]([C:28]2[CH:29]=[CH:30][C:31]([O:41][CH2:42][C:43]3[CH:44]=[CH:45][CH:46]=[CH:47][CH:48]=3)=[C:32]([NH:34][S:35]([N:38]([CH3:40])[CH3:39])(=[O:36])=[O:37])[CH:33]=2)[OH:20])[CH:2]=1 |f:1.2|. Procedure details: To a solution of 60.1 mg of Intermediate 43 in 2.9 ml of anhydrous tetrahydrofuran, 36.8 μl of acetic acid and 574 μl of 1 M solution of tetrabutyl ammonium fluoride in tetrahydrofuran were added and the mixture was agitated at room temperature for 1 hour. The reaction mixture was diluted with ethyl acetate and was washed with saturated aqueous sodium bicarbonate solution and then with saturated aqueous sodium chloride solution, followed by drying, whereupon the solvent was distilled off under a...